Dataset: the Open Reaction Database (ORD), a public repository of structured organic reaction records. Task: describe an organic reaction: reactants, conditions, products, and yield Starting materials: ClC1=C(C(=CC=C1C)Cl)NC1=C(C=CC=C1)C(C)O (1-{2-[(2,6-dichloro-3-methylphenyl)amino]phenyl}ethanol), CC(=O)C.OS(=O)(=O)O.O=[Cr](=O)=O (Jones reagent). Reaction SMILES: [Cl:1][C:2]1[C:7]([CH3:8])=[CH:6][CH:5]=[C:4]([Cl:9])[C:3]=1[NH:10][C:11]1[CH:16]=[CH:15][CH:14]=[CH:13][C:12]=1[CH:17](O)[CH3:18].CC(C)=[O:22].OS(O)(=O)=O.O=[Cr](=O)=O>>[Cl:1][C:2]1[C:7]([CH3:8])=[CH:6][CH:5]=[C:4]([Cl:9])[C:3]=1[NH:10][CH2:11][C:16]([C:15]1[CH:14]=[CH:13][CH:12]=[CH:17][CH:18]=1)=[O:22] |f:1.2.3|. Procedure details: The desired compound was prepared by oxidation of 1-{2-[(2,6-dichloro-3-methylphenyl)amino]phenyl}ethanol, prepared as in step 1, with Jones reagent. Product: ClC1=C(C(=CC=C1C)Cl)NCC(=O)C1=CC=CC=C1 (2-[(2,6-dichloro-3-methylphenyl)amino]acetophenone). The reactants are C(C)(C)C1=C(C(=CC=C1)C(C)C)NS(=O)(=O)CC(=O)NC=1N=NN(N1)CCCCCCCCCCCC (2-(2,6-Diisopropyl-phenylsulfamoyl)-N-(dodecyl-2-H-tetrazol-5-yl)-acetamide), CC(CCCCCCCCCCCC)O (1-methyl-tridecanol). The product is CC(CCCCCCCCCCCC)OC(CS(NC1=C(C=CC=C1C(C)C)C(C)C)(=O)=O)=O ((2,6-Diisopropylphenylsulfamoyl)-acetic Acid 1-methyltridecyl Ester). Reaction SMILES: [CH:1]([C:4]1[CH:9]=[CH:8][CH:7]=[C:6]([CH:10]([CH3:12])[CH3:11])[C:5]=1[NH:13][S:14]([CH2:17][C:18](NC1N=NN(CCCCCCCCCCCC)N=1)=[O:19])(=[O:16])=[O:15])([CH3:3])[CH3:2].[CH3:38][CH:39]([OH:52])[CH2:40][CH2:41][CH2:42][CH2:43][CH2:44][CH2:45][CH2:46][CH2:47][CH2:48][CH2:49][CH2:50][CH3:51]>>[CH3:38][CH:39]([O:52][C:18](=[O:19])[CH2:17][S:14](=[O:15])(=[O:16])[NH:13][C:5]1[C:6]([CH:10]([CH3:12])[CH3:11])=[CH:7][CH:8]=[CH:9][C:4]=1[CH:1]([CH3:2])[CH3:3])[CH2:40][CH2:41][CH2:42][CH2:43][CH2:44][CH2:45][CH2:46][CH2:47][CH2:48][CH2:49][CH2:50][CH3:51]. Procedure: This compound was prepared in the same manner as for the title compound of Example 2, except that 2-DAT was replaced with 1-methyl-tridecanol. Reactants: ClC1=CC2=C(N3C(=NN=C3CNC2)[C@@H]2CC[C@H](CC2)OC2=NC=C(C=C2)F)C=C1 (trans-8-chloro-1-[4-(5-fluoro-pyridin-2-yloxy)-cyclohexyl]-5,6-dihydro-4H-2,3,5,10b-tetraaza-benzo[e]azulene), C([O-])([O-])=O.[K+].[K+] (potassium carbonate), BrCCF (1-bromo-2-fluoroethane). Solvent: C(C)#N (acetonitrile). Conditions: temperature 70 celsius. Yields the product ClC1=CC2=C(N3C(=NN=C3CN(C2)CCF)[C@@H]2CC[C@H](CC2)OC2=NC=C(C=C2)F)C=C1 (trans-8-Chloro-5-(2-fluoro-ethyl)-1-[4-(5-fluoro-pyridin-2-yloxy)-cyclohexyl]-5,6-dihydro-4H-2,3,5,10b-tetraaza-benzo[e]azulene). Yield: 15.4%. Reaction SMILES: [Cl:1][C:2]1[CH:29]=[CH:28][C:5]2[N:6]3[C:10]([CH2:11][NH:12][CH2:13][C:4]=2[CH:3]=1)=[N:9][N:8]=[C:7]3[C@H:14]1[CH2:19][CH2:18][C@H:17]([O:20][C:21]2[CH:26]=[CH:25][C:24]([F:27])=[CH:23][N:22]=2)[CH2:16][CH2:15]1.C(=O)([O-])[O-].[K+].[K+].Br[CH2:37][CH2:38][F:39]>C(#N)C>[Cl:1][C:2]1[CH:29]=[CH:28][C:5]2[N:6]3[C:10]([CH2:11][N:12]([CH2:37][CH2:38][F:39])[CH2:13][C:4]=2[CH:3]=1)=[N:9][N:8]=[C:7]3[C@H:14]1[CH2:19][CH2:18][C@H:17]([O:20][C:21]2[CH:26]=[CH:25][C:24]([F:27])=[CH:23][N:22]=2)[CH2:16][CH2:15]1 |f:1.2.3|. Reported procedure: A mixture of trans-8-chloro-1-[4-(5-fluoro-pyridin-2-yloxy)-cyclohexyl]-5,6-dihydro-4H-2,3,5,10b-tetraaza-benzo[e]azulene (0.10 g, 0.24 mmol) and potassium carbonate (67 mg, 0.48 mmol) in acetonitrile (1.2 ml) was treated with 1-bromo-2-fluoroethane (37 mg, 0.29 mmol) at 0° C. The cooling bath was removed and the reaction mixture was heated at 70° C. over night. The mixture was filtered and concentrated in vacuo. Purification by flash column chromatography gave the title compound (17 mg, 15%) as... The reactants are COC(C)(C)C, CC[Si](Br)(CC)CC, COC1CC2(C)C=CCC2C2CCc3cc(O)ccc3C12, O, c1ccncc1. The product is CC[Si](CC)(CC)Oc1ccc2c(c1)CCC1C2C(OC)CC2(C)C=CCC12. RXN SMILES: [C:37]([O:38][CH3:39])([CH3:40])([CH3:41])[CH3:42].[CH2:28]([CH3:29])[Si:30]([Br:31])([CH2:32][CH3:33])[CH2:34][CH3:35].[CH3:1][O:2][CH:3]1[CH:4]2[c:5]3[cH:6][cH:7][c:8]([OH:21])[cH:9][c:10]3[CH2:11][CH2:12][CH:13]2[CH:14]2[CH2:15][CH:16]=[CH:17][C:18]2([CH3:19])[CH2:20]1.[OH2:36].[cH:22]1[cH:23][cH:24][n:25][cH:26][cH:27]1>>[CH3:1][O:2][CH:3]1[CH:4]2[c:5]3[cH:6][cH:7][c:8]([O:21][Si:30]([CH2:28][CH3:29])([CH2:32][CH3:33])[CH2:34][CH3:35])[cH:9][c:10]3[CH2:11][CH2:12][CH:13]2[CH:14]2[CH2:15][CH:16]=[CH:17][C:18]2([CH3:19])[CH2:20]1. Reactants: ClC=1C=CC(=C(C(=O)N[C@H](C(=O)O)CC2=CC=C(C=C2)C2=CC=C(C=C2)OC(F)(F)F)C1)OCCCCCCC ((2S)-(5-Chloro-2-heptyloxy-benzoylamino)-3-(4′-trifluoromethoxy-biphenyl-4-yl)-propionic acid), C(C)C1=CC=C(C=C1)B(O)O (4-ethyl phenyl boronic acid). Product: C1(=CC=C(C=C1)C[C@@H](C(=O)O)NC(=O)C=1C=C(C=CC1)C1=CC(=CC=C1)CC)C1=CC=CC=C1 (3-Biphenyl-4-yl-(2S)-[(3′-ethyl-biphenyl-3-carbonyl)-amino]-propionic acid). The yield is 97.7%. RXN SMILES: Cl[C:2]1[CH:3]=[CH:4][C:5](OCCCCCCC)=[C:6]([CH:32]=1)[C:7]([NH:9][C@@H:10]([CH2:14][C:15]1[CH:20]=[CH:19][C:18]([C:21]2[CH:26]=[CH:25][C:24](OC(F)(F)F)=[CH:23][CH:22]=2)=[CH:17][CH:16]=1)[C:11]([OH:13])=[O:12])=[O:8].[CH2:41]([C:43]1[CH:48]=[CH:47][C:46](B(O)O)=[CH:45][CH:44]=1)[CH3:42]>>[C:18]1([C:21]2[CH:26]=[CH:25][CH:24]=[CH:23][CH:22]=2)[CH:19]=[CH:20][C:15]([CH2:14][C@H:10]([NH:9][C:7]([C:6]2[CH:32]=[C:2]([C:45]3[CH:46]=[CH:47][CH:48]=[C:43]([CH2:41][CH3:42])[CH:44]=3)[CH:3]=[CH:4][CH:5]=2)=[O:8])[C:11]([OH:13])=[O:12])=[CH:16][CH:17]=1. Reported procedure: 3-Biphenyl-4-yl-(2S)-[(3-bromo-benzoyl-amino)-propionic acid (100 mg, 0.23 mmol) was reacted with 4-ethyl phenyl boronic acid (145 mg, 0.69 mmol) by following general procedure D yielding the title compound (101 mg) as a white solid.